Task: describe an organic reaction: reactants, conditions, products, and yield. Dataset: the Open Reaction Database (ORD), a public repository of structured organic reaction records Starting materials: [NH4+].[Cl-] (NH4Cl), [Si](C1=CC=CC=C1)(C1=CC=CC=C1)(C(C)(C)C)OCCC#N (3-(tert-butyldiphenylsilyloxy)propanenitrile), aluminum amide, solution, C[Al](C)C (trimethylaluminum), C(Cl)Cl (DCM). The solvent is C1=CC=CC=C1 (benzene), C1(=CC=CC=C1)C (toluene). Reaction conditions: time 2 hour. Product: [Si](C1=CC=CC=C1)(C1=CC=CC=C1)(C(C)(C)C)OCCC(=N)N (3-(tert-butyldiphenylsilyloxy)-propanamidine). As a reaction SMILES: [NH4+:1].[Cl-].C[Al](C)C.[Si:7]([O:24][CH2:25][CH2:26][C:27]#[N:28])([C:20]([CH3:23])([CH3:22])[CH3:21])([C:14]1[CH:19]=[CH:18][CH:17]=[CH:16][CH:15]=1)[C:8]1[CH:13]=[CH:12][CH:11]=[CH:10][CH:9]=1.C(Cl)Cl>C1(C)C=CC=CC=1.C1C=CC=CC=1>[Si:7]([O:24][CH2:25][CH2:26][C:27]([NH2:1])=[NH:28])([C:20]([CH3:22])([CH3:23])[CH3:21])([C:14]1[CH:15]=[CH:16][CH:17]=[CH:18][CH:19]=1)[C:8]1[CH:9]=[CH:10][CH:11]=[CH:12][CH:13]=1 |f:0.1|. Procedure: To a suspension of NH4Cl (5.35 g, 0.1 mol) in 60 mL of dry benzend at 0° C. was slowly added 50 mL of 2M solution of trimethylaluminum in toluene. After the addition was complete, the reaction mixture was allowed to warm up to room temperature and was stirred for 2 h until gas evolution had ceased. A solution of 3-(tert-butyldiphenylsilyloxy)propanenitrile (9.27 g, 0.03 mol) in 20 mL of dry benzene was added to the aluminum amide reagent and the resulting mixture was heated up to 80° C. for 20 h... Starting materials: O=O (O2), COC(C1=C(C=C(C=C1)C=C)O)=O (2-hydroxy-4-vinyl-benzoic acid methyl ester), CSC (DMS). Run in C(Cl)Cl (CH2Cl2). Reaction conditions: time 5 minute. Product: COC(C1=C(C=C(C=C1)C=O)O)=O (4-formyl-2-hydroxy-benzoic acid methyl ester). RXN SMILES: [O:1]=O.[CH3:3][O:4][C:5](=[O:15])[C:6]1[CH:11]=[CH:10][C:9]([CH:12]=C)=[CH:8][C:7]=1[OH:14].CSC>C(Cl)Cl>[CH3:3][O:4][C:5](=[O:15])[C:6]1[CH:11]=[CH:10][C:9]([CH:12]=[O:1])=[CH:8][C:7]=1[OH:14]. Procedure details: A steady stream of O2 (g) is passed through a cold (−78° C.) solution of 2-hydroxy-4-vinyl-benzoic acid methyl ester (3.28 g, 0.0184 mol) in CH2Cl2 (50 ml). After 5 minutes, O3 (g) is bubbled into the solution until the solution's color turns blue/gray. The solution is then purged with O2 (g) for 5 minutes, treated with DMS (4.05 ml, 0.0552 mol) and allowed to warm to room temperature overnight. All volatiles are removed in vacuo and the crude product is purified with silica gel column chromatog...